From a dataset of the Open Reaction Database (ORD), a public repository of structured organic reaction records. describe an organic reaction: reactants, conditions, products, and yield Starting materials: Cl.O1CCOCC1 (hydrogen chloride 1,4-dioxane), C(C)(C)(C)OC(=O)N1CCC(CC1)C(C(=O)N1CCN(CC1)CCCCC1=C(C=CC2=CC=CC=C12)OC)C1=CC=C(C=C1)F (1-t-Butoxycarbonyl-4-(1-(4-fluorophenyl)-2-{4-[4-(2-methoxynaphthalen-1-yl)butyl]piperazin-1-yl}-2-oxoethyl)piperidine), CCOCC (ether). Solvent: CO (methanol). Run at time 2 hour. The product is Cl.Cl.FC1=CC=C(C=C1)C(C(=O)N1CCN(CC1)CCCCC1=C(C=CC2=CC=CC=C12)OC)C1CCNCC1 (4-(1-(4-fluorophenyl)-2-{4-[4-(2-methoxynaphthalen-1-yl)butyl]piperazin-1-yl}-2-oxoethyl)piperidine dihydrochloride). As a reaction SMILES: C(OC([N:8]1[CH2:13][CH2:12][CH:11]([CH:14]([C:39]2[CH:44]=[CH:43][C:42]([F:45])=[CH:41][CH:40]=2)[C:15]([N:17]2[CH2:22][CH2:21][N:20]([CH2:23][CH2:24][CH2:25][CH2:26][C:27]3[C:36]4[C:31](=[CH:32][CH:33]=[CH:34][CH:35]=4)[CH:30]=[CH:29][C:28]=3[O:37][CH3:38])[CH2:19][CH2:18]2)=[O:16])[CH2:10][CH2:9]1)=O)(C)(C)C.[ClH:46].O1CCOCC1.CCOCC>CO>[ClH:46].[ClH:46].[F:45][C:42]1[CH:43]=[CH:44][C:39]([CH:14]([CH:11]2[CH2:10][CH2:9][NH:8][CH2:13][CH2:12]2)[C:15]([N:17]2[CH2:22][CH2:21][N:20]([CH2:23][CH2:24][CH2:25][CH2:26][C:27]3[C:36]4[C:31](=[CH:32][CH:33]=[CH:34][CH:35]=4)[CH:30]=[CH:29][C:28]=3[O:37][CH3:38])[CH2:19][CH2:18]2)=[O:16])=[CH:40][CH:41]=1 |f:1.2,5.6.7|. Procedure details: 2.1 g of 1-t-Butoxycarbonyl-4-(1-(4-fluorophenyl)-2-{4-[4-(2-methoxynaphthalen-1-yl)butyl]piperazin-1-yl}-2-oxoethyl)piperidine was dissolved in 10 ml of methanol, and 10 ml of 4M hydrogen chloride/1,4-dioxane solution was added, followed by stirring at room temperature for 2 hours. After concentration of the reaction solution under reduced pressure, to the residue was added ether, followed by stirring at room temperature. The precipitated crystals were filtered and washed with ether to give 1.7... The reactants are Ra(Ni), NN (H2NNH2), C(C)(C)(C)OC(N(C)CC1=C(C=CC=C1[N+](=O)[O-])Br)=O ((2-bromo-6-nitro-benzyl)-methyl-carbamic acid tert-butyl ester), 2. Solvent: C1CCOC1.CO (THF MeOH). The product is C(C)(C)(C)OC(N(C)CC1=C(C=CC=C1Br)N)=O ((2-amino-6-bromo-benzyl)-methyl-carbamic acid tert-butyl ester). The yield is 69.0%. Reaction SMILES: [C:1]([O:5][C:6](=[O:20])[N:7]([CH2:9][C:10]1[C:15]([N+:16]([O-])=O)=[CH:14][CH:13]=[CH:12][C:11]=1[Br:19])[CH3:8])([CH3:4])([CH3:3])[CH3:2].NN>C1COCC1.CO>[C:1]([O:5][C:6](=[O:20])[N:7]([CH2:9][C:10]1[C:11]([Br:19])=[CH:12][CH:13]=[CH:14][C:15]=1[NH2:16])[CH3:8])([CH3:4])([CH3:2])[CH3:3] |f:2.3|. Procedure: To a warm solution of (2-bromo-6-nitro-benzyl)-methyl-carbamic acid tert-butyl ester from Preparation 2 (589 mg, 1.71 mmol), and a small (catalytic) amount of Ra(Ni) in THF/MeOH (8 ml/9 ml) was added H2NNH2 (110 μl, 3.5 mmol). With stirring, the solution was heated under reflux for an hour and was allowed to cool to room temperature. The reaction mixture was filtered through celite and washed with ethyl acetate. The concentrated filtrate was purified by flash chromatography to give (2-amino-6-br... Reactants: Cl.ClC1=CC=C(C=C1)S(=O)(=O)C1CCNCC1 (4-[(4-chlorophenyl)sulfonyl]piperidine monohydrochloride), C[O-].[Na+] (sodium methoxide). Solvent: CS(=O)C (dimethylsulfoxide). The product is Cl.COC1=CC=C(C=C1)S(=O)(=O)C1CCNCC1 (4-[(4-Methoxyphenyl)sulfonyl]piperidine monohydrochloride). Reaction SMILES: Cl.[Cl:2][C:3]1[CH:8]=[CH:7][C:6]([S:9]([CH:12]2[CH2:17][CH2:16][NH:15][CH2:14][CH2:13]2)(=[O:11])=[O:10])=[CH:5][CH:4]=1.[CH3:18][O-:19].[Na+]>CS(C)=O>[ClH:2].[CH3:18][O:19][C:3]1[CH:8]=[CH:7][C:6]([S:9]([CH:12]2[CH2:17][CH2:16][NH:15][CH2:14][CH2:13]2)(=[O:11])=[O:10])=[CH:5][CH:4]=1 |f:0.1,2.3,5.6|. Reported procedure: A solution of 1.12 g (0.0038 mole) of 4-[(4-chlorophenyl)sulfonyl]piperidine monohydrochloride and 0.0152 mole of sodium methoxide in 60 ml of dimethylsulfoxide was heated at 90° C. for 2 hrs. The reaction mixture was quenched in water and diluted mixture was extracted with methylene chloride. The methylene chloride phase was dried over sodium sulfate and the solvent was removed on the rotary evaporator. The residue (the free base of the title compound) was dissolved in methanol and the solution... The reactants are [Ca+2], [Cl-], [Cl-], [Cl-], [Cl-], O, Oc1cccc(O)c1O, O=C(O)c1cc(O)c(O)c(O)c1, O=P(Cl)(Cl)Cl, [Zn+2]. Product: O=C(c1cc(O)c(O)c(O)c1)c1ccc(O)c(O)c1O. Reaction SMILES: [Ca+2:29].[Cl-:27].[Cl-:28].[Cl-:30].[Cl-:32].[OH2:33].[OH:13][c:14]1[cH:15][cH:16][cH:17][c:18]([OH:19])[c:20]1[OH:21].[OH:1][C:2](=[O:3])[c:4]1[cH:5][c:6]([OH:7])[c:8]([OH:9])[c:10]([OH:11])[cH:12]1.[P:22]([Cl:23])([Cl:24])([Cl:25])=[O:26].[Zn+2:31]>>[C:2](=[O:3])([c:4]1[cH:5][c:6]([OH:7])[c:8]([OH:9])[c:10]([OH:11])[cH:12]1)[c:15]1[c:14]([OH:13])[c:20]([OH:21])[c:18]([OH:19])[cH:17][cH:16]1.